This data is from the Open Reaction Database (ORD), a public repository of structured organic reaction records. The task is: describe an organic reaction: reactants, conditions, products, and yield Procedure: 3-chloroperoxybenzoic acid (9.9 g, 0.0343 mols), in small portions, is added to a stirred solution of 3-benzyloxy-4-methoxybenzaldehyde (201, prepared as described in Example 66) (7.57 g, 0.0313 mols) in dicloromethane (100 ml) over a thirty minute period With vigorous shirring. The reaction flask is fitted with a condensor and the contents is heated to reflux for six hours and monitored by TLC using 2:1 hexane-ethyl acetate as eluant. The reaction is filtered off the 3-chlorobenzoic acid (which... RXN SMILES: Cl[C:2]1[CH:3]=[C:4]([CH:9]=[CH:10][CH:11]=1)[C:5]([O:7]O)=O.COC1(C2C(C)[C:27]34C[CH:24]([O:25][C:26]3=[CH:33][C:32](=O)[C:31]([O:35]C)=[CH:30]4)C2)C=CC=C(OC)C1.CCCCCC.C(OCC)(=O)C>ClCCl.C(OCC)(=O)C>[CH2:5]([O:7][C:33]1[CH:32]=[C:31]([OH:35])[CH:30]=[CH:27][C:26]=1[O:25][CH3:24])[C:4]1[CH:3]=[CH:2][CH:11]=[CH:10][CH:9]=1 |f:2.3|. Run in C(C)(=O)OCC (ethyl acetate), ClCCl (dicloromethane). The product is C(C1=CC=CC=C1)OC=1C=C(C=CC1OC)O (3-benzyloxy-4-methoxyphenol). Reactants: ClC=1C=C(C(=O)OO)C=CC1 (3-chloroperoxybenzoic acid), COC1(CC(=CC=C1)OC)C1CC2OC=3C(C1C)(C=C(C(C3)=O)OC)C2 (4-(1,3-dimethoxyphenyl)-2,3,4,5-tetrahydro-7-methoxy-5-methyl-8H-2,5a-methano-1-benzoxepin-8-one), CCCCCC.C(C)(=O)OCC (hexane ethyl acetate). Starting materials: CC(=O)O, C#CCN1C(=O)C(C)Oc2ccc([N+](=O)[O-])cc21, CCOC(C)=O, [Fe]. Yields the product C#CCN1C(=O)C(C)Oc2ccc(N)cc21. Reaction SMILES: [CH3:19][C:20](=[O:21])[OH:22].[CH3:1][CH:2]1[O:3][c:4]2[c:5]([cH:12][c:13]([N+:16]([O-:17])=[O:18])[cH:14][cH:15]2)[N:6]([CH2:9][C:10]#[CH:11])[C:7]1=[O:8].[CH3:23][CH2:24][O:25][C:26](=[O:27])[CH3:28].[Fe:29]>>[CH3:1][CH:2]1[O:3][c:4]2[c:5]([cH:12][c:13]([NH2:16])[cH:14][cH:15]2)[N:6]([CH2:9][C:10]#[CH:11])[C:7]1=[O:8]. The reactants are C(C)S (ethanethiol), [Al+3].[Cl-].[Cl-].[Cl-] (AlCl3), N1(CCCC1)CCOC1=CC=C(C=C1)C1=NC(=CC=C1C1=CC=C(C=C1)OC)C (2-[4-[2-(1-pyrrolidinyl) ethoxy]phenyl]-3- (4-methoxyphenyl) -6-methylpyridine). Run in ClCCCl (DCE), ClCCCl (DCE). Reaction conditions: time 15 minute. The product is N1(CCCC1)CCOC1=CC=C(C=C1)C1=NC(=CC=C1C1=CC=C(C=C1)O)C (2-[4-[2-(1-Pyrrolidinyl)ethoxy]phenyl]-3-(4-hydroxyphenyl)-6-methylpyridine). Isolated yield 89.0%. RXN SMILES: [Al+3].[Cl-].[Cl-].[Cl-].C(S)C.[N:8]1([CH2:13][CH2:14][O:15][C:16]2[CH:21]=[CH:20][C:19]([C:22]3[C:27]([C:28]4[CH:33]=[CH:32][C:31]([O:34]C)=[CH:30][CH:29]=4)=[CH:26][CH:25]=[C:24]([CH3:36])[N:23]=3)=[CH:18][CH:17]=2)[CH2:12][CH2:11][CH2:10][CH2:9]1>ClCCCl>[N:8]1([CH2:13][CH2:14][O:15][C:16]2[CH:17]=[CH:18][C:19]([C:22]3[C:27]([C:28]4[CH:29]=[CH:30][C:31]([OH:34])=[CH:32][CH:33]=4)=[CH:26][CH:25]=[C:24]([CH3:36])[N:23]=3)=[CH:20][CH:21]=2)[CH2:12][CH2:11][CH2:10][CH2:9]1 |f:0.1.2.3|. Procedure details: The AlCl3 (3.6 g, 27 mmol) was stirred in 100 mL of DCE at 0° C., ethanethiol (3 mL, 38 retool) was added, and the mixture stirred for 15 min. The 2-[4-[2-(1-pyrrolidinyl) ethoxy]phenyl]-3- (4-methoxyphenyl) -6-methylpyridine (1.5 g, 3.9 mmol) in 50 mL DCE was added dropwise to the reaction mixture and stirred for 2 h as it was allowed to come to rt, then quenched with 75 mL THF at 0° C., followed by 50 mL 1N HCl and worked up. The crude product was triturated with Et2O, filtered, and dried in v... Reactants: C(C1=CC=CC=C1)ON1[C@@H]2CC[C@H](N(C1=O)C2)C(=O)NOCCOC2CCN(CC2)C(=O)OC(C)(C)C (tert-Butyl 4-{2-[({[(2S,5R)-6-(benzyloxy)-7-oxo-1,6-diazabicyclo[3.2.1]oct-2-yl]carbonyl}amino)oxy]ethoxy}piperidine-1-carboxylate). Reagents/catalysts: [Pd] (Pd/C). Run in CO (methanol). Run at time 2 hour. Product: ON1[C@@H]2CC[C@H](N(C1=O)C2)C(=O)NOCCOC2CCN(CC2)C(=O)OC(C)(C)C (tert-Butyl 4-{2-[({[(2S,5R)-6-hydroxy-7-oxo-1,6-diazabicyclo[3.2.1]oct-2-yl]carbonyl}amino)oxy]ethoxy}piperidine-1-carboxylate). Isolated yield 99.0%. Reaction SMILES: C([O:8][N:9]1[C:15](=[O:16])[N:14]2[CH2:17][C@H:10]1[CH2:11][CH2:12][C@H:13]2[C:18]([NH:20][O:21][CH2:22][CH2:23][O:24][CH:25]1[CH2:30][CH2:29][N:28]([C:31]([O:33][C:34]([CH3:37])([CH3:36])[CH3:35])=[O:32])[CH2:27][CH2:26]1)=[O:19])C1C=CC=CC=1>CO.[Pd]>[OH:8][N:9]1[C:15](=[O:16])[N:14]2[CH2:17][C@H:10]1[CH2:11][CH2:12][C@H:13]2[C:18]([NH:20][O:21][CH2:22][CH2:23][O:24][CH:25]1[CH2:30][CH2:29][N:28]([C:31]([O:33][C:34]([CH3:37])([CH3:36])[CH3:35])=[O:32])[CH2:27][CH2:26]1)=[O:19]. Procedure: A mixture of tert-butyl 4-{2-[({[(2S,5R)-6-(benzyloxy)-7-oxo-1,6-diazabicyclo[3.2.1]oct-2-yl]carbonyl}amino)oxy]ethoxy}piperidine-1-carboxylate 72 (0.270 g, 0.521 mmol) and Pd/C (0.270 g) in methanol (25 mL) was hydrogenated at 35 psi at room temperature for 2 h. The mixture was filtered through a Celite pad and concentrated to provide 73 (0.221 g, 99%) as a light grey solid. Reactants: CCC1c2cc(F)ccc2-c2cc(Br)ccc2N1S(=O)(=O)c1ccc(OC)cc1, ClCCl, [Na+], C1CCOC1, [OH-], OB(O)c1ccccc1. The product is CCC1c2cc(F)ccc2-c2cc(-c3ccccc3)ccc2N1S(=O)(=O)c1ccc(OC)cc1. Reaction SMILES: [Br:1][c:2]1[cH:3][c:4]2[c:13]([cH:14][cH:15]1)[N:12]([S:16](=[O:17])(=[O:18])[c:19]1[cH:20][cH:21][c:22]([O:25][CH3:26])[cH:23][cH:24]1)[CH:11]([CH2:27][CH3:28])[c:10]1[c:5]-2[cH:6][cH:7][c:8]([F:29])[cH:9]1.[Cl:39][CH2:40][Cl:41].[Na+:43].[O:44]1[CH2:45][CH2:46][CH2:47][CH2:48]1.[OH-:42].[OH:30][B:31]([OH:32])[c:33]1[cH:34][cH:35][cH:36][cH:37][cH:38]1>>[c:2]1(-[c:33]2[cH:34][cH:35][cH:36][cH:37][cH:38]2)[cH:3][c:4]2[c:13]([cH:14][cH:15]1)[N:12]([S:16](=[O:17])(=[O:18])[c:19]1[cH:20][cH:21][c:22]([O:25][CH3:26])[cH:23][cH:24]1)[CH:11]([CH2:27][CH3:28])[c:10]1[c:5]-2[cH:6][cH:7][c:8]([F:29])[cH:9]1. The reactants are OC1=NN=C2N1C(C=1NC=NC1N2CCCCC)=O (3-hydroxy-9-pentyl-6,9-dihydro-5h-[1,2,4]triazolo[4,3-a]purin-5-one), BrN1C(CCC1=O)=O (N-bromosuccinimide). Run in C1CCOC1 (THF). Conditions: temperature 70 celsius, time 10 minute. Yields the product BrC1=NC=2N(C=3N(C(C2N1)=O)C(=NN3)O)CCCCC (7-bromo-3-hydroxy-9-pentyl-6,9-dihydro-5H-[1,2,4]triazolo[4,3-a]purin-5-one). As a reaction SMILES: [OH:1][C:2]1[N:6]2[C:7](=[O:19])[C:8]3[NH:9][CH:10]=[N:11][C:12]=3[N:13]([CH2:14][CH2:15][CH2:16][CH2:17][CH3:18])[C:5]2=[N:4][N:3]=1.[Br:20]N1C(=O)CCC1=O>C1COCC1>[Br:20][C:10]1[NH:9][C:8]2[C:7](=[O:19])[N:6]3[C:2]([OH:1])=[N:3][N:4]=[C:5]3[N:13]([CH2:14][CH2:15][CH2:16][CH2:17][CH3:18])[C:12]=2[N:11]=1. Reported procedure: The mixture of solution of 3-hydroxy-9-pentyl-6,9-dihydro-5h-[1,2,4]triazolo[4,3-a]purin-5-one (100 mg, 0.381 mmol) and N-bromosuccinimide (204 mg, 1.14 mmol) in THF (2 ml) was stirred in a microwave reactor at 70° C. for 10 min. The reaction mixture was filtrated and the filtrate was purified by prep LCMS to yield the desired product. LCMS calculated for C11H14BrN6O2 (M+H) 341.0. found: 341.0, 343.0. The reactants are C(C)OC=1C=C(C=CC1OCC)C1=NNC([C@H]2CCCC[C@@H]12)=O ((cis)-4-(3,4-Diethoxyphenyl)-4a,5,6,7,8,8a-hexahydro-2H-phthalazin-1-on), C(C1=CC=CC=C1)Cl (benzylchloride), C(C1=CC=CC=C1)N1C([C@H]2CCCC[C@H]2C(=N1)C1=CC(=C(C=C1)OC)OC)=O ((cis)-2-Benzyl-4-(3,4-dimethoxyphenyl)-4a,5,6,7,8,8a-hexahydro-2H-phthalazin-1-one). The product is C(C1=CC=CC=C1)N1C([C@H]2CCCC[C@H]2C(=N1)C1=CC(=C(C=C1)OCC)OCC)=O ((cis)-2-Benzyl-4-(3,4-diethoxyphenyl)-4a,5,6,7,8,8a-hexahydro-2H-phthalazin-1-one). As a reaction SMILES: [CH2:1]([O:3][C:4]1[CH:5]=[C:6]([C:13]2[C@H:22]3[C@H:17]([CH2:18][CH2:19][CH2:20][CH2:21]3)[C:16](=[O:23])[NH:15][N:14]=2)[CH:7]=[CH:8][C:9]=1[O:10][CH2:11][CH3:12])[CH3:2].[CH2:24](Cl)[C:25]1[CH:30]=[CH:29][CH:28]=[CH:27][CH:26]=1.C(N1N=C(C2C=CC(OC)=C(OC)C=2)[C@H]2[C@H](CCCC2)C1=O)C1C=CC=CC=1>>[CH2:24]([N:15]1[N:14]=[C:13]([C:6]2[CH:7]=[CH:8][C:9]([O:10][CH2:11][CH3:12])=[C:4]([O:3][CH2:1][CH3:2])[CH:5]=2)[C@H:22]2[C@H:17]([CH2:18][CH2:19][CH2:20][CH2:21]2)[C:16]1=[O:23])[C:25]1[CH:30]=[CH:29][CH:28]=[CH:27][CH:26]=1. Procedure details: Prepared from compound 7 and benzylchloride as described for compound 78. Crystallized from petroleum ether (60°-95° C.). M.p. 91°-92° C. Starting materials: C(C)(C)(C)OC(NC1=C(C=C(C(=C1)OCCOC)N1C=CC=C1)N)=O ([2-amino-5-(2-methoxy-ethoxy)-4-pyrrol-1-yl-phenyl]-carbamic acid tert.-butyl ester), CC1(OC(C=C(O1)C=1C=C(C#N)C=CC1)=O)C (3-(2,2-dimethyl-6-oxo-6H-[1,3]dioxin-4-yl)-benzonitrile). Yields the product C(C)(C)(C)OC(NC1=C(C=C(C(=C1)OCCOC)N1C=CC=C1)NC(CC(=O)C1=CC(=CC=C1)C#N)=O)=O ([2-[3-(3-Cyano-phenyl)-3-oxo-propionylamino]-5-(2-methoxy-ethoxy)-4-pyrrol-1-yl-phenyl]-carbamic Acid tert.-Butyl Ester), solid. Reaction SMILES: [C:1]([O:5][C:6](=[O:25])[NH:7][C:8]1[CH:13]=[C:12]([O:14][CH2:15][CH2:16][O:17][CH3:18])[C:11]([N:19]2[CH:23]=[CH:22][CH:21]=[CH:20]2)=[CH:10][C:9]=1[NH2:24])([CH3:4])([CH3:3])[CH3:2].CC1(C)[O:32][C:31]([C:33]2[CH:34]=[C:35]([CH:38]=[CH:39][CH:40]=2)[C:36]#[N:37])=[CH:30][C:29](=O)[O:28]1>>[C:1]([O:5][C:6](=[O:25])[NH:7][C:8]1[CH:13]=[C:12]([O:14][CH2:15][CH2:16][O:17][CH3:18])[C:11]([N:19]2[CH:23]=[CH:22][CH:21]=[CH:20]2)=[CH:10][C:9]=1[NH:24][C:29](=[O:28])[CH2:30][C:31]([C:33]1[CH:40]=[CH:39][CH:38]=[C:35]([C:36]#[N:37])[CH:34]=1)=[O:32])([CH3:4])([CH3:2])[CH3:3]. Reported procedure: The title compound was prepared from [2-amino-5-(2-methoxy-ethoxy)-4-pyrrol-1-yl-phenyl]-carbamic acid tert.-butyl ester (Example J3) (186 mg, 0.54 mmol) and 3-(2,2-dimethyl-6-oxo-6H-[1,3]dioxin-4-yl)-benzonitrile (Example L1) (153 mg, 0.67 mmol) according to the general procedure M. Obtained as a beige solid (179 mg). Starting materials: CCCCCC (hexane), P(Cl)(SC(C)C)SC (S-isopropyl S-methyl phosphorochloridodithioite), C(C)O (ethanol). The solvent is C(C)N(CC)CC (triethylamine). Reaction conditions: time 2 hour. The product is P(OCC)(SC(C)C)SC (O-ethyl S-isopropyl S-methyl phosphorodithioite). Isolated yield 95.2%. As a reaction SMILES: CCCCCC.[P:7]([S:13][CH3:14])([S:9][CH:10]([CH3:12])[CH3:11])Cl.[CH2:15]([OH:17])[CH3:16]>C(N(CC)CC)C>[P:7]([S:13][CH3:14])([S:9][CH:10]([CH3:12])[CH3:11])[O:17][CH2:15][CH3:16]. Procedure: Into 20 ml of hexane, was dissolved 9.4 g of S-isopropyl S-methyl phosphorochloridodithioite. To the solution was added dropwise at 0° to 5° C. a mixture of 2.8 g of ethanol and 6.1 g of triethylamine. The resulting reactant mixture was stirred at 0° to 5° C. for 2 hours. The reaction was carried out under a nitrogen atmosphere to prevent oxidation. After removal of triethylamine hydrochloride by filtration, the filtrate was concentrated to obtain 9.4 g of O-ethyl S-isopropyl S-methyl phosphorod...